Dataset: the Open Reaction Database (ORD), a public repository of structured organic reaction records. Task: describe an organic reaction: reactants, conditions, products, and yield Reactants: NN1C2=C(C(=C(C1=O)C1=NS(C3=C(N1)C=CC=C3)(=O)=O)O)SC=C2 (4-amino-6-(1,1-dioxido-4H-1,2,4-benzothiadiazin-3-yl)-7-hydroxythieno[3,2-b]pyridin 5(4H)-one), BrC=1C=C(C=O)C=CC1 (3-bromobenzaldehyde). The solvent is CN(C(C)=O)C (N,N-dimethylacetamide). Run at temperature 25 celsius. Product: BrC=1C=C(C=CC1)C=NN1C2=C(C(=C(C1=O)C1=NS(C3=C(N1)C=CC=C3)(=O)=O)O)SC=C2 (4-{[(3-bromophenyl)methylene]amino}-6-(1,1-dioxido-4H-1,2,4-benzothiadiazin-3-yl)-7-hydroxythieno[3,2-b]pyridin-5(4H)-one). RXN SMILES: [NH2:1][N:2]1[C:7](=[O:8])[C:6]([C:9]2[NH:14][C:13]3[CH:15]=[CH:16][CH:17]=[CH:18][C:12]=3[S:11](=[O:20])(=[O:19])[N:10]=2)=[C:5]([OH:21])[C:4]2[S:22][CH:23]=[CH:24][C:3]1=2.[Br:25][C:26]1[CH:27]=[C:28]([CH:31]=[CH:32][CH:33]=1)[CH:29]=O>CN(C)C(=O)C>[Br:25][C:26]1[CH:27]=[C:28]([CH:29]=[N:1][N:2]2[C:7](=[O:8])[C:6]([C:9]3[NH:14][C:13]4[CH:15]=[CH:16][CH:17]=[CH:18][C:12]=4[S:11](=[O:20])(=[O:19])[N:10]=3)=[C:5]([OH:21])[C:4]3[S:22][CH:23]=[CH:24][C:3]2=3)[CH:31]=[CH:32][CH:33]=1. Reported procedure: The product of Example 268D (0.115 g, 0.30 mmol) was reacted with 3-bromobenzaldehyde (0.555 g, 3.0 mmol) in N,N-dimethylacetamide (2 mL) in a sealed tube at 135° C. for 30 minutes in a microwave reactor. The reaction was cooled to 25° C. and concentrated under vacuum. The resulting residue was triturated with ethyl acetate (3 mL) and filtered to give the title compound. The reactants are CC(C)(C)OC(=O)N1CCC(n2c(=O)[nH]c3ccccc32)CC1, [H-], CI, [Na+], CN(C)C=O. The product is Cn1c(=O)n(C2CCN(C(=O)OC(C)(C)C)CC2)c2ccccc21. RXN SMILES: [C:5]([CH3:6])([CH3:7])([CH3:8])[O:9][C:10](=[O:11])[N:12]1[CH2:13][CH2:14][CH:15]([n:18]2[c:19](=[O:27])[nH:20][c:21]3[c:22]2[cH:23][cH:24][cH:25][cH:26]3)[CH2:16][CH2:17]1.[H-:1].[I:3][CH3:4].[Na+:2].[O:28]=[CH:29][N:30]([CH3:31])[CH3:32]>>[CH3:4][n:20]1[c:19](=[O:27])[n:18]([CH:15]2[CH2:14][CH2:13][N:12]([C:10]([O:9][C:5]([CH3:6])([CH3:7])[CH3:8])=[O:11])[CH2:17][CH2:16]2)[c:22]2[c:21]1[cH:26][cH:25][cH:24][cH:23]2. The reactants are C(C)(C)(C)OC(NCCCN(S(=O)(=O)C)CC1=CC(=CC=C1)C1=NC(=NC=C1)Cl)=O ((3-{[3-(2-Chloro-pyrimidin-4-yl)-benzyl]-methanesulfonyl-amino}-propyl)-carbamic acid tert-butyl ester), ClC1=C(C=CC=C1)CCN (2-(2-chloro-phenyl)-ethylamine), 474. The product is NCCCN(S(=O)(=O)C)CC1=CC(=CC=C1)C1=NC(=NC=C1)NCCC1=C(C=CC=C1)Cl (N-(3-Amino-propyl)-N-(3-{2-[2-(2-chloro-phenyl)-ethylamino]-pyrimidin-4-yl}-benzyl)-methanesulfonamide). As a reaction SMILES: C(OC(=O)[NH:7][CH2:8][CH2:9][CH2:10][N:11]([CH2:16][C:17]1[CH:22]=[CH:21][CH:20]=[C:19]([C:23]2[CH:28]=[CH:27][N:26]=[C:25](Cl)[N:24]=2)[CH:18]=1)[S:12]([CH3:15])(=[O:14])=[O:13])(C)(C)C.[Cl:31][C:32]1[CH:37]=[CH:36][CH:35]=[CH:34][C:33]=1[CH2:38][CH2:39][NH2:40]>>[NH2:7][CH2:8][CH2:9][CH2:10][N:11]([CH2:16][C:17]1[CH:22]=[CH:21][CH:20]=[C:19]([C:23]2[CH:28]=[CH:27][N:26]=[C:25]([NH:40][CH2:39][CH2:38][C:33]3[CH:34]=[CH:35][CH:36]=[CH:37][C:32]=3[Cl:31])[N:24]=2)[CH:18]=1)[S:12]([CH3:15])(=[O:13])=[O:14]. Reported procedure: Intermediate 4 was coupled to 2-(2-chloro-phenyl)-ethylamine following procedure F and the resulting product deprotected by procedure G. LC-MS showed the product had the expected M+H+ of 474. 1H NMR (Varian 300 MHz, CD3OD, shifts relative to the solvent peak at 3.30 ppm) δ 8.8 (m, 1H) 8.18 (m, 4H) 7.6 (m, 6H) 4.45 (s, 2H) 3.95 (m, 2H) 3.4 (m, 2H) 3.18 (m, 4H) 3.0 (m, 2H) 2.9 (s, 3H) 1.75 (m, 2H). Starting materials: C(C)(=O)OCC (ethyl acetate), C(O)([O-])=O.[Na+] (sodium hydrogen carbonate), [F-].C(CCC)[N+](CCCC)(CCCC)CCCC (tetrabutylammonium fluoride), solution, BrC=1C=C2C(=NN(C2=C(C1F)F)COCC[Si](C)(C)C)NC(CCC)=O (N-[5-bromo-6,7-difluoro-1-[[2-(trimethylsilyl)ethoxy]methyl]-1H-indazol-3-yl]butanamide). Run in O1CCCC1 (tetrahydrofuran), O1CCCC1 (tetrahydrofuran). Product: BrC=1C=C2C(=NNC2=C(C1F)F)NC(CCC)=O (N-(5-bromo-6,7-difluoro-1H-indazol-3-yl)butanamide). Yield: 40.3%. As a reaction SMILES: [F-].C([N+](CCCC)(CCCC)CCCC)CCC.[Br:19][C:20]1[CH:21]=[C:22]2[C:26](=[C:27]([F:30])[C:28]=1[F:29])[N:25](COCC[Si](C)(C)C)[N:24]=[C:23]2[NH:39][C:40](=[O:44])[CH2:41][CH2:42][CH3:43].C(OCC)(=O)C.C(=O)([O-])O.[Na+]>O1CCCC1>[Br:19][C:20]1[CH:21]=[C:22]2[C:26](=[C:27]([F:30])[C:28]=1[F:29])[NH:25][N:24]=[C:23]2[NH:39][C:40](=[O:44])[CH2:41][CH2:42][CH3:43] |f:0.1,4.5|. Procedure: 9.4 cm3 of tetrabutylammonium fluoride as a 1M solution in tetrahydrofuran are added to 700 mg of N-[5-bromo-6,7-difluoro-1-[[2-(trimethylsilyl)ethoxy]methyl]-1H-indazol-3-yl]butanamide, described previously, in 30 cm3 of tetrahydrofuran, and the mixture is refluxed for 18 hours; after cooling, 100 cm3 of ethyl acetate and 75 cm3 of saturated sodium hydrogen carbonate solution are added and the organic phase is then washed successively with 75 cm3 of saturated sodium hydrogen carbonate solution ... Starting materials: O=C(n1ccnc1)n1ccnc1, CCOC(=O)C(C)N, Cc1cc(C(=O)O)no1, Cl, C1CCOC1. The product is CCOC(=O)C(C)NC(=O)c1cc(C)on1. RXN SMILES: [C:1]([n:2]1[cH:3][cH:4][n:5][cH:6]1)([n:7]1[cH:8][cH:9][n:10][cH:11]1)=[O:12].[CH2:23]([CH3:24])[O:25][C:26]([CH:27]([NH2:28])[CH3:29])=[O:30].[CH3:13][c:14]1[cH:15][c:16]([C:19](=[O:20])[OH:21])[n:17][o:18]1.[ClH:22].[O:31]1[CH2:32][CH2:33][CH2:34][CH2:35]1>>[CH3:13][c:14]1[cH:15][c:16]([C:19](=[O:21])[NH:28][CH:27]([C:26]([O:25][CH2:23][CH3:24])=[O:30])[CH3:29])[n:17][o:18]1.